From a dataset of the Open Reaction Database (ORD), a public repository of structured organic reaction records. describe an organic reaction: reactants, conditions, products, and yield The reactants are ClC1=CC=C(C=C1)C(COC)(CC)N1C=CC=2C(=CC=CC12)N (1-(2-(4-chlorophenyl)-1-methoxybutan-2-yl)-1H-indol-4-amine), CN1CCOCC1 (4-methylmorpholine), CS(=O)(=O)Cl (methanesulfonyl chloride). Solvent: C(Cl)Cl (DCM). Conditions: time 8 hour. Product: ClC1=CC=C(C=C1)C(COC)(CC)N1C=CC2=C(C=CC=C12)NS(=O)(=O)C (N-(1-(2-(4-chlorophenyl)-1-methoxybutan-2-yl)-1H-indol-4-yl)methanesulfonamide). As a reaction SMILES: [Cl:1][C:2]1[CH:7]=[CH:6][C:5]([C:8]([N:14]2[C:22]3[CH:21]=[CH:20][CH:19]=[C:18]([NH2:23])[C:17]=3[CH:16]=[CH:15]2)([CH2:12][CH3:13])[CH2:9][O:10][CH3:11])=[CH:4][CH:3]=1.CN1CCOCC1.[CH3:31][S:32](Cl)(=[O:34])=[O:33]>C(Cl)Cl>[Cl:1][C:2]1[CH:3]=[CH:4][C:5]([C:8]([N:14]2[C:22]3[C:17](=[C:18]([NH:23][S:32]([CH3:31])(=[O:34])=[O:33])[CH:19]=[CH:20][CH:21]=3)[CH:16]=[CH:15]2)([CH2:12][CH3:13])[CH2:9][O:10][CH3:11])=[CH:6][CH:7]=1. Procedure details: To a mixture of 1-(2-(4-chlorophenyl)-1-methoxybutan-2-yl)-1H-indol-4-amine (30 mg) and 4-methylmorpholine (46 mg) in DCM (3 mL) was added methanesulfonyl chloride (16 mg) dropwise. Then the mixture was stirred at room temperature overnight. The solution was quenched with saturated ammonium chloride solution, and extracted with ethyl acetate (20 mL). The organic layer was washed with brine, dried over sodium sulfate, and evaporated. The residue was purified by chromatography on silica gel (20-30... Starting materials: O=C1CC2(CCCCC2)CC(=O)O1, ClCCl, Cl, NC1CCCCC1, O. The product is O=C(O)CC1(CC(=O)NC2CCCCC2)CCCCC1. As a reaction SMILES: [C:1]12([CH2:2][CH2:3][CH2:4][CH2:5][CH2:6]1)[CH2:7][C:8](=[O:9])[O:10][C:11](=[O:13])[CH2:12]2.[Cl:22][CH2:23][Cl:24].[ClH:21].[NH2:14][CH:15]1[CH2:16][CH2:17][CH2:18][CH2:19][CH2:20]1.[OH2:25]>>[C:1]1([CH2:7][C:8](=[O:9])[OH:10])([CH2:12][C:11](=[O:13])[NH:14][CH:15]2[CH2:16][CH2:17][CH2:18][CH2:19][CH2:20]2)[CH2:2][CH2:3][CH2:4][CH2:5][CH2:6]1. The reactants are N#N (N2), C(C1=CC=CC=C1)N1C([C@H](CC1)[C@H](CC(C)C)O)=O ((R)-1-benzyl-3-((S)-1-hydroxy-3-methylbutyl)pyrrolidin-2-one), COCCO[AlH2-]OCCOC.[Na+] (Vitride). The solvent is C1(=CC=CC=C1)C (toluene), C1(=CC=CC=C1)C (toluene), C1(=CC=CC=C1)C (toluene). Reaction conditions: temperature 0 celsius, time 16 hour. Yields the product C(C1=CC=CC=C1)N1C[C@H](CC1)[C@H](CC(C)C)O ((S)-1-Benzyl-3-((S)-1-hydroxy-3-methylbutyl)-pyrrolidine). The yield is 101.5%. RXN SMILES: N#N.[CH2:3]([N:10]1[CH2:14][CH2:13][C@H:12]([C@@H:15]([OH:20])[CH2:16][CH:17]([CH3:19])[CH3:18])[C:11]1=O)[C:4]1[CH:9]=[CH:8][CH:7]=[CH:6][CH:5]=1.COCCO[AlH2-]OCCOC.[Na+]>C1(C)C=CC=CC=1>[CH2:3]([N:10]1[CH2:14][CH2:13][C@H:12]([C@@H:15]([OH:20])[CH2:16][CH:17]([CH3:18])[CH3:19])[CH2:11]1)[C:4]1[CH:9]=[CH:8][CH:7]=[CH:6][CH:5]=1 |f:2.3|. Procedure: Charge a 1 L, 3-neck round bottom flask equipped with a magnetic stirrer, thermal couple, addition funnel and N2 inlet with crude (R)-1-benzyl-3-((S)-1-hydroxy-3-methylbutyl)pyrrolidin-2-one (38.26 mmoles, assumed) and toluene (100 mL). Cool the slightly heterogeneous stirring solution to 0° C. (salt/ice bath) and add a solution of Vitride™ (Rohm & Haas) (65 wt % in toluene, 24 mL, 86.085 mmoles) and toluene (70 mL) drop wise while maintaining a temperature at or below 5° C. Rinse the addition f... Starting materials: ClC1=C(C(=O)O[C@H](C(=O)OC)C)C=C(C=C1)N1C(N(C(=CC1=O)C(F)(F)F)C)=O (methyl (S)-2-[2-chloro-5-(3-methyl-2,6-di-oxo-4-trifluoromethyl-3,6-dihydro-2H-pyrimidin-1-yl)benzoyl-oxy]propionate), Cl (hydrochloric acid). Run in C(C)(=O)O (acetic acid). Yields the product ClC1=C(C(=O)O[C@H](C(=O)O)C)C=C(C=C1)N1C(N(C(=CC1=O)C(F)(F)F)C)=O ((S)-2-[2-chloro-5-(3-methyl-2,6-dioxo-4-trifluoromethyl-3,6-dihydro-2H-pyrimidin-1-yl)benzoyloxy]propionic acid). The yield is 84.7%. Reaction SMILES: [Cl:1][C:2]1[CH:16]=[CH:15][C:14]([N:17]2[C:22](=[O:23])[CH:21]=[C:20]([C:24]([F:27])([F:26])[F:25])[N:19]([CH3:28])[C:18]2=[O:29])=[CH:13][C:3]=1[C:4]([O:6][C@@H:7]([CH3:12])[C:8]([O:10]C)=[O:9])=[O:5].Cl>C(O)(=O)C>[Cl:1][C:2]1[CH:16]=[CH:15][C:14]([N:17]2[C:22](=[O:23])[CH:21]=[C:20]([C:24]([F:25])([F:27])[F:26])[N:19]([CH3:28])[C:18]2=[O:29])=[CH:13][C:3]=1[C:4]([O:6][C@@H:7]([CH3:12])[C:8]([OH:10])=[O:9])=[O:5]. Procedure details: 7.0 g (16 mmol) of methyl (S)-2-[2-chloro-5-(3-methyl-2,6-di-oxo-4-trifluoromethyl-3,6-dihydro-2H-pyrimidin-1-yl)benzoyl-oxy]propionate from example 3.1 were dissolved in 50 ml of acetic acid, 50 ml of conc. hydrochloric acid were added and the solution was heated under reflux for 4 hours. Most of the acetic acid was distilled off, and the solution that remained was poured onto ice-water. The aqueous phase was extracted three times with ethyl acetate, the organic phase was dried over sodium sulf...